From a dataset of the Open Reaction Database (ORD), a public repository of structured organic reaction records. describe an organic reaction: reactants, conditions, products, and yield Starting materials: OC=1C2=C(N=CN1)OC(=C2C(=O)O)C2=CC=C(C=C2)[N+](=O)[O-] (4-hydroxy-6-(4-nitrophenyl)furo[2,3-d]pyrimidine-5-carboxylic acid). The solvent is N1=CC=CC=C1 (pyridine). Run at temperature 190 celsius. Product: OC=1C2=C(N=CN1)OC(=C2)C2=CC=C(C=C2)[N+](=O)[O-] (4-hydroxy-6-(4-nitrophenyl)furo[2,3-d]pyrimidine). As a reaction SMILES: [OH:1][C:2]1[C:3]2[C:10](C(O)=O)=[C:9]([C:14]3[CH:19]=[CH:18][C:17]([N+:20]([O-:22])=[O:21])=[CH:16][CH:15]=3)[O:8][C:4]=2[N:5]=[CH:6][N:7]=1>N1C=CC=CC=1>[OH:1][C:2]1[C:3]2[CH:10]=[C:9]([C:14]3[CH:15]=[CH:16][C:17]([N+:20]([O-:22])=[O:21])=[CH:18][CH:19]=3)[O:8][C:4]=2[N:5]=[CH:6][N:7]=1. Reported procedure: 21 g of 4-hydroxy-6-(4-nitrophenyl)furo[2,3-d]pyrimidine-5-carboxylic acid are dissolved in ca. 200 ml of pyridine whilst heating, and subsequently concentrated by evaporation at 80° C. The residue is heated to 190° C. for 1 h, with a constant stream of nitrogen, in 500 ml of quinoline, which has been dried over magnesium sulfate, with 1 g of Cu2O (Aldrich, Buchs). The reaction mixture is allowed to cool and is added to 1 litre of 2.5 M hydrochloric acid, stirred and filtered by suction. The res... The reactants are [N+](=O)([O-])C=1C=NNC1 (4-nitro-1H-pyrazole), [H-].[Na+] (NaH), C(C1=CC=CC=C1)Br (benzyl bromide). The solvent is CN(C)C=O (DMF), O (water). Run at time 1 hour. The product is C(C1=CC=CC=C1)N1N=CC(=C1)[N+](=O)[O-] (1-Benzyl-4-nitro-1H-pyrazole), oil. Isolated yield 95.0%. As a reaction SMILES: [N+:1]([C:4]1[CH:5]=[N:6][NH:7][CH:8]=1)([O-:3])=[O:2].[H-].[Na+].[CH2:11](Br)[C:12]1[CH:17]=[CH:16][CH:15]=[CH:14][CH:13]=1>CN(C=O)C.O>[CH2:11]([N:6]1[CH:5]=[C:4]([N+:1]([O-:3])=[O:2])[CH:8]=[N:7]1)[C:12]1[CH:17]=[CH:16][CH:15]=[CH:14][CH:13]=1 |f:1.2|. Procedure details: To a solution of 4-nitro-1H-pyrazole (283 mg, 2.5 mmol) in dry DMF (5 ml) under an argon atmosphere was added NaH (120 mg, 2.75 mmol) in small portions at 0° C. The reaction mixture was stirred at rt for 1 hour, cooled again to 0° C. before benzyl bromide (300 μl, 2.5 mmol) was added and stirred at rt for 12 h. The mixture was diluted with water, extracted with ethyl acetate and the product was purified by chromatography on silica gel using heptane/ethyl acetate as eluent. The title compound was... Starting materials: CC(C)(C)[Si](C)(C)Oc1ccc(-c2noc(C3(CO)CC3)c2-c2ccccc2)cc1, CS(=O)(=O)Cl, CN(C)c1ccncc1, ClCCl, c1ccncc1. Product: CC(C)(C)[Si](C)(C)Oc1ccc(-c2noc(C3(COS(C)(=O)=O)CC3)c2-c2ccccc2)cc1. Reaction SMILES: [C:1]([CH3:2])([CH3:3])([CH3:4])[Si:5]([O:6][c:7]1[cH:8][cH:9][c:10](-[c:13]2[n:14][o:15][c:16]([C:24]3([CH2:27][OH:28])[CH2:25][CH2:26]3)[c:17]2-[c:18]2[cH:19][cH:20][cH:21][cH:22][cH:23]2)[cH:11][cH:12]1)([CH3:29])[CH3:30].[CH3:37][S:38]([Cl:39])(=[O:40])=[O:41].[CH3:45][N:46]([CH3:47])[c:48]1[cH:49][cH:50][n:51][cH:52][cH:53]1.[Cl:42][CH2:43][Cl:44].[cH:31]1[cH:32][cH:33][n:34][cH:35][cH:36]1>>[C:1]([CH3:2])([CH3:3])([CH3:4])[Si:5]([O:6][c:7]1[cH:8][cH:9][c:10](-[c:13]2[n:14][o:15][c:16]([C:24]3([CH2:27][O:28][S:38]([CH3:37])(=[O:40])=[O:41])[CH2:25][CH2:26]3)[c:17]2-[c:18]2[cH:19][cH:20][cH:21][cH:22][cH:23]2)[cH:11][cH:12]1)([CH3:29])[CH3:30]. Reactants: NC(=O)c1coc2c1C(=O)CC(c1ccccc1)C2, CCO, Cl, Cl, N=C(N)NN. Product: N=C(N)NN=C1CC(c2ccccc2)Cc2occ(C(N)=O)c21, Cl. Reaction SMILES: [C:1]([NH2:2])(=[O:3])[c:4]1[cH:5][o:6][c:7]2[c:8]1[C:9](=[O:19])[CH2:10][CH:11]([c:13]1[cH:14][cH:15][cH:16][cH:17][cH:18]1)[CH2:12]2.[CH3:27][CH2:28][OH:29].[ClH:20].[ClH:26].[NH2:21][NH:22][C:23](=[NH:24])[NH2:25]>>[C:1]([NH2:2])(=[O:3])[c:4]1[cH:5][o:6][c:7]2[c:8]1[C:9](=[N:21][NH:22][C:23](=[NH:24])[NH2:25])[CH2:10][CH:11]([c:13]1[cH:14][cH:15][cH:16][cH:17][cH:18]1)[CH2:12]2.[ClH:20]. The reactants are C(C)NC(=O)C1=CC2=CC=C(C=C2C=C1)C(C(C)C)(C=1N=CN(C1)C(C1=CC=CC=C1)(C1=CC=CC=C1)C1=CC=CC=C1)O (N-ethyl-6-[1-hydroxy-2-methyl-1-(1-trityl-1H-imidazol-4-yl)propyl)-2-naphthamide), [Cl-].[NH+]1=CC=CC=C1 (pyridinium chloride), C([O-])(O)=O.[Na+] (sodium bicarbonate). Run in CO (methanol). Conditions: temperature 60 celsius, time 2 hour. The product is C(C)NC(=O)C1=CC2=CC=C(C=C2C=C1)C(C(C)C)(C=1N=CNC1)O (N-Ethyl-6-[1-hydroxy-1-(1H-imidazol-4-yl)-2-methylpropyl)-2-naphthamide). Isolated yield 85.9%. As a reaction SMILES: [CH2:1]([NH:3][C:4]([C:6]1[CH:15]=[CH:14][C:13]2[C:8](=[CH:9][CH:10]=[C:11]([C:16]([OH:44])([C:20]3[N:21]=[CH:22][N:23](C(C4C=CC=CC=4)(C4C=CC=CC=4)C4C=CC=CC=4)[CH:24]=3)[CH:17]([CH3:19])[CH3:18])[CH:12]=2)[CH:7]=1)=[O:5])[CH3:2].[Cl-].[NH+]1C=CC=CC=1.C(=O)(O)[O-].[Na+]>CO>[CH2:1]([NH:3][C:4]([C:6]1[CH:15]=[CH:14][C:13]2[C:8](=[CH:9][CH:10]=[C:11]([C:16]([OH:44])([C:20]3[N:21]=[CH:22][NH:23][CH:24]=3)[CH:17]([CH3:19])[CH3:18])[CH:12]=2)[CH:7]=1)=[O:5])[CH3:2] |f:1.2,3.4|. Reported procedure: A mixture of N-ethyl-6-[1-hydroxy-2-methyl-1-(1-trityl-1H-imidazol-4-yl)propyl)-2-naphthamide (11.5 g) and pyridinium chloride (4.62 g) in methanol (60 mL) was stirred at 60° C. for 2 h. The mixture was neutralized with sodium bicarbonate solution and concentrated. The residue was dissolved in ethanol and insoluble material was filtered off. The filtrate was concentrated and purified by column chromatography (eluent; dichloromethane:methanol=10:1→7:1) to give the titled compound (5.75 g) as a co... The reactants are ClC=1C=C(CNC(=S)C2=CC=3N(C4=CC=CC=C4SC3C=C2)C(CN2CCCC2)C)C=CC1 (N-(3-chlorobenzyl)-10-[1-(1-pyrrolidinyl)-2-propyl]-2-phenothiazinecarbothioamide), solution, Cl (hydrochloric acid), mercuric acetate, ClC=1C=C(CNC(=O)C2=CC=3N(C4=CC=CC=C4SC3C=C2)C(CN2CCCC2)C)C=CC1 (N-(3-chlorobenzyl)-10-[1-(1-pyrrolidinyl)-2-propyl]-2-phenothiazinecarboxamide). Solvent: C(C)#N (acetonitrile), C(C)OCC (ethyl ether), C(C)(=O)O (acetic acid). The product is Cl.ClC=1C=C(CNC(=O)C2=CC=3N(C4=CC=CC=C4SC3C=C2)C(CN2CCCC2)C)C=CC1 (N-(3-Chlorobenzyl)-10-[1-(1-pyrrolidinyl)-2-propyl]-2-phenothiazinecarboxamide hydrochloride). RXN SMILES: [Cl:1]C1C=C(C=CC=1)CNC(C1C=CC2SC3C(=CC=CC=3)N(C(C)CN3CCCC3)C=2C=1)=S.[Cl:34][C:35]1[CH:36]=[C:37]([CH:64]=[CH:65][CH:66]=1)[CH2:38][NH:39][C:40]([C:42]1[CH:55]=[CH:54][C:53]2[S:52][C:51]3[C:46](=[CH:47][CH:48]=[CH:49][CH:50]=3)[N:45]([CH:56]([CH3:63])[CH2:57][N:58]3[CH2:62][CH2:61][CH2:60][CH2:59]3)[C:44]=2[CH:43]=1)=[O:41].Cl>C(O)(=O)C.C(#N)C.C(OCC)C>[ClH:1].[Cl:34][C:35]1[CH:36]=[C:37]([CH:64]=[CH:65][CH:66]=1)[CH2:38][NH:39][C:40]([C:42]1[CH:55]=[CH:54][C:53]2[S:52][C:51]3[C:46](=[CH:47][CH:48]=[CH:49][CH:50]=3)[N:45]([CH:56]([CH3:63])[CH2:57][N:58]3[CH2:59][CH2:60][CH2:61][CH2:62]3)[C:44]=2[CH:43]=1)=[O:41] |f:6.7|. Procedure: Working in a manner similar to that described below in Example 80, but starting with N-(3-chlorobenzyl)-10-[1-(1-pyrrolidinyl)-2-propyl]-2-phenothiazinecarbothioamide, L series (2 g) in acetic acid (60 cc) and with mercuric acetate (1.3 g), N-(3-chlorobenzyl)-10-[1-(1-pyrrolidinyl)-2-propyl]-2-phenothiazinecarboxamide, L series (1.2 g) is obtained in the form of a yellow product of meringue-like consistency. This product is dissolved in acetonitrile (20 cc), and a 2.4 N solution (0.8 cc) of hydr... Reactants: C1(=CC=C(C=C1)S(=O)(=O)Cl)C (toluene-4-sulfonyl chloride), FC=1C=C2C=CNC2=CC1 (5-fluoro-1H-indole). Yields the product FC=1C=C2C=CN(C2=CC1)S(=O)(=O)C1=CC=C(C=C1)C (5-fluoro-1-(toluene-4-sulfonyl)-1H-indole). The yield is 100.0%. Reaction SMILES: [C:1]1([CH3:11])[CH:6]=[CH:5][C:4]([S:7](Cl)(=[O:9])=[O:8])=[CH:3][CH:2]=1.[F:12][C:13]1[CH:14]=[C:15]2[C:19](=[CH:20][CH:21]=1)[NH:18][CH:17]=[CH:16]2>>[F:12][C:13]1[CH:14]=[C:15]2[C:19](=[CH:20][CH:21]=1)[N:18]([S:7]([C:4]1[CH:5]=[CH:6][C:1]([CH3:11])=[CH:2][CH:3]=1)(=[O:9])=[O:8])[CH:17]=[CH:16]2. Reported procedure: The title compound was prepared from toluene-4-sulfonyl chloride and 5-fluoro-1H-indole, according to Method A, described above. Yield 100%; mp 106-108° C.; 1H NMR (CDCl3) δ 8.13-8.19 (dd, J=4, 8 Hz, 1H), 7.96 (d, J=8 Hz, 2H), 7.82 (d, J=4 Hz, 1H), 7.40-7.48 (m, 3H), 7.25-77.38 (m,1H), 6.83 (d, J=4 Hz, 1H), 2.55 (s, 3H); 13C NMR (CDCl3) δ 161.9, 158.1, 145.6, 135.4, 132.2, 132.1, 131.6, 130.3, 128.5, 127.2, 115.0, 114.9, 113.2, 112.8, 109.4, 109.3, 107.5, 107.1, 21.9.